From a dataset of the Open Reaction Database (ORD), a public repository of structured organic reaction records. describe an organic reaction: reactants, conditions, products, and yield Reactants: COC(=O)CC1C(C(CC1)O)(CC#CCC)C(=O)OC(C)(C)C (3-methoxycarbonylmethyl-2-t-butoxycarbonyl-2-(2-pentynyl)-cyclopentanol), COC(=O)CC1C(C(CC1)O)(CC#CCC)C(=O)OC(C)(C)C (3-methoxycarbonylmethyl-2-t-butoxycarbonyl-2-(2-pentynyl)-cyclopentanol), [H][H] (hydrogen). Reagents/catalysts: [Pd].CC(=O)[O-].CC(=O)[O-].[Pb+2] (Lindlar catalyst). Run in CCCCCC (n-hexane), CC(=O)C (acetone). The product is C(C)(C)(C)OC(=O)C1(C(CCC1CC(=O)OC)O)C\C=C/CC (2-tert-butoxycarbonyl-3-methoxycarbonylmethyl-2-(cis-2-pentenyl)-cyclopentanol). RXN SMILES: [CH3:1][O:2][C:3]([CH2:5][CH:6]1[CH2:10][CH2:9][CH:8]([OH:11])[C:7]1([C:17]([O:19][C:20]([CH3:23])([CH3:22])[CH3:21])=[O:18])[CH2:12][C:13]#[C:14][CH2:15][CH3:16])=[O:4].[H][H]>[Pd].CC([O-])=O.CC([O-])=O.[Pb+2].CCCCCC.CC(C)=O>[C:20]([O:19][C:17]([C:7]1([CH2:12]/[CH:13]=[CH:14]\[CH2:15][CH3:16])[CH:6]([CH2:5][C:3]([O:2][CH3:1])=[O:4])[CH2:10][CH2:9][CH:8]1[OH:11])=[O:18])([CH3:21])([CH3:23])[CH3:22] |f:2.3.4.5|. Procedure: A 1.4 g quantity of 3-methoxycarbonylmethyl-2-methoxycarbonyl-2-(2-pentynyl)-cyclopentanol (compound (1-a)) and 2.2 g of Lindlar catalyst are dissolved in a mixture of 50 ml of n-hexane and 5 ml of acetone. The starting compound is thus reduced at room temperature and atmospheric pressure with use of hydrogen gas. The reaction is completed when the solution has absorbed the theoretical amount of the gas, whereupon the catalyst is filtered off. The filtrate is concentrated in vacuo, and the resid... The reactants are C(O)([O-])=O.[Na+] (sodium hydrogen carbonate), CC=1N=COC1C=O (4-Methyl-5-oxazolecarbaldehyde), FC1=CC=C(C=C1)[Mg]Br (4-fluorophenyl magnesium bromide). Run in O1CCCC1 (tetrahydrofuran), O1CCCC1 (tetrahydrofuran). Conditions: time 1 hour. Yields the product FC1=CC=C(C=C1)C(O)C1=C(N=CO1)C (1-(4-Fluorophenyl)-1-(4-methyl-5-oxazolyl)methanol). RXN SMILES: [CH3:1][C:2]1[N:3]=[CH:4][O:5][C:6]=1[CH:7]=[O:8].[F:9][C:10]1[CH:15]=[CH:14][C:13]([Mg]Br)=[CH:12][CH:11]=1.C(=O)([O-])O.[Na+]>O1CCCC1>[F:9][C:10]1[CH:15]=[CH:14][C:13]([CH:7]([C:6]2[O:5][CH:4]=[N:3][C:2]=2[CH3:1])[OH:8])=[CH:12][CH:11]=1 |f:2.3|. Procedure details: 4-Methyl-5-oxazolecarbaldehyde (770 mg) in dry tetrahydrofuran (15 ml) was added dropwise to a stirred solution of 4-fluorophenyl magnesium bromide (1M solution in tetrahydrofuran, 7.3 ml) in tetrahydrofuran (30 ml) at -70° C. under an atmosphere of dry nitrogen. After 1 hour the mixture was allowed to warm to room temperature and was then poured into saturated aqueous sodium hydrogen carbonate. Extraction with ethyl acetate followed by flash chromatography gave the title compound. M.p. 102.5°-1... Reactants: C1=CC=C(C=C1)NC2=CC=CC=C2[N+](=O)[O-] (2-nitrodiphenylamine), [H][H] (hydrogen). The reagents and catalysts are [Pd] (palladium on carbon). The solvent is C(C)O (ethanol). Product: C1(=CC=CC=C1)NC=1C(=CC=CC1)N (N-Phenylbenzene-1,2-diamine). RXN SMILES: [CH:1]1[CH:6]=[CH:5][C:4]([NH:7][C:8]2[C:13]([N+:14]([O-])=O)=[CH:12][CH:11]=[CH:10][CH:9]=2)=[CH:3][CH:2]=1.[H][H]>[Pd].C(O)C>[C:4]1([NH:7][C:8]2[C:13]([NH2:14])=[CH:12][CH:11]=[CH:10][CH:9]=2)[CH:3]=[CH:2][CH:1]=[CH:6][CH:5]=1. Procedure details: To a pressure reaction bottle was added 10 g 2-nitrodiphenylamine, 0.5 g 5% palladium on carbon and 100 ml 95% ethanol. The mixture was hydrogenated at 22 C and 40 psi hydrogen for 2 hours. Following filtration through celite and solvent removal, an oil was obtained that crystallized on standing. Starting materials: N(N)C1=CC(N(C(N1)=O)C)=O (6-hydrazino-3-methylpyrimidine-2,4(1H,3H)-dione), C1(=CC=CC2=CC=CC=C12)C=O (1-naphthaldehyde). The solvent is CN(C)C=O (DMF). The product is CN1C(NC(=CC1=O)NN=CC1=CC=CC2=CC=CC=C12)=O (1-naphthaldehyde (1-methyl-2,6-dioxo-1,2,3,6-tetrahydropyrimidin-4-yl)hydrazone). Reaction SMILES: [NH:1]([C:3]1[NH:8][C:7](=[O:9])[N:6]([CH3:10])[C:5](=[O:11])[CH:4]=1)[NH2:2].[C:12]1([CH:22]=O)[C:21]2[C:16](=[CH:17][CH:18]=[CH:19][CH:20]=2)[CH:15]=[CH:14][CH:13]=1>CN(C=O)C>[CH3:10][N:6]1[C:5](=[O:11])[CH:4]=[C:3]([NH:1][N:2]=[CH:22][C:12]2[C:21]3[C:16](=[CH:17][CH:18]=[CH:19][CH:20]=3)[CH:15]=[CH:14][CH:13]=2)[NH:8][C:7]1=[O:9]. Procedure details: A solution of 84 mg (0.54 mmol) 6-hydrazino-3-methylpyrimidine-2,4(1H,3H)-dione and 84 mg (0.54 mmol) 1-naphthaldehyde in 3 mL DMF was heated to 70° C. for 30 min before cooling to room temperature affording a solution of 1-naphthaldehyde (1-methyl-2,6-dioxo-1,2,3,6-tetrahydropyrimidin-4-yl)hydrazone. Isonicotinaldehyde (110 mg, 1.0 mmol) and piperidine (50 μL, 0.6 mmol) were added, and the mixture was heated at 70° C. for 20 h. 1,1,1-trifluoro-2-iodoethane (130 μL, 1.3 mmol) and DBU (200 μL, 1.... Starting materials: NC1=C(SC(=C1)C1=CC=C(C=C1)F)C(=O)O (3-Amino-5-(4-fluorophenyl)thiophene-2-carboxylic acid), ClC1=C(C(=O)N=C=O)C=C(C(=C1)F)F (2-chloro-4,5-difluorobenzoyl isocyanate). Solvent: C(C)#N (acetonitrile), C(C)#N (acetonitrile). Conditions: time 3 hour. Product: ClC1=C(C(=O)NC(NC2=C(SC(=C2)C2=CC=C(C=C2)F)C(=O)O)=O)C=C(C(=C1)F)F (3-[3-(2-Chloro-4,5-difluorobenzoyl)ureido]-5-(4-fluorophenyl)thiophene-2-carboxylic acid). Reaction SMILES: [NH2:1][C:2]1[CH:6]=[C:5]([C:7]2[CH:12]=[CH:11][C:10]([F:13])=[CH:9][CH:8]=2)[S:4][C:3]=1[C:14]([OH:16])=[O:15].[Cl:17][C:18]1[CH:28]=[C:27]([F:29])[C:26]([F:30])=[CH:25][C:19]=1[C:20]([N:22]=[C:23]=[O:24])=[O:21]>C(#N)C>[Cl:17][C:18]1[CH:28]=[C:27]([F:29])[C:26]([F:30])=[CH:25][C:19]=1[C:20]([NH:22][C:23](=[O:24])[NH:1][C:2]1[CH:6]=[C:5]([C:7]2[CH:8]=[CH:9][C:10]([F:13])=[CH:11][CH:12]=2)[S:4][C:3]=1[C:14]([OH:16])=[O:15])=[O:21]. Reported procedure: 3-Amino-5-(4-fluorophenyl)thiophene-2-carboxylic acid (50 mg) is initially charged in 3 ml of acetonitrile. The equimolar solution of 2-chloro-4,5-difluorobenzoyl isocyanate in acetonitrile is added and the mixture is stirred at RT. After 3 hours, the solid is filtered off with suction, stirred once more with methanol, filtered off with suction and dried under reduced pressure. Starting materials: BrC1=CC=C(OCCN2CCCCCC2)C=C1 (1-[2-(4-bromophenoxy)ethyl]-azepane), C(CCC)[Li] (n-butyl lithium), C(C)(C)(C)[Si](OC=1C=CC=2C3=C(COC2C1)C=1C=CC(=CC1OC3=O)O[Si](C)(C)C(C)(C)C)(C)C (2,8-bis-(tert-butyl-dimethyl-silyloxy)-11H-chromeno[4,3-c]chromen-5-one), C[Mg]Br (methyl magnesium bromide). The solvent is C1CCOC1 (THF), C1CCOC1 (THF). Reaction conditions: temperature -78 celsius, time 0.5 hour. Product: N1(CCCCCC1)CCOC1=CC=C(C=C1)C(C)(O)C1=C(COC2=CC(=CC=C12)O[Si](C)(C)C(C)(C)C)C1=C(C=C(C=C1)O[Si](C)(C)C(C)(C)C)O (2-[4-{1-[4-(2-azepan-1-yl-ethoxy)-phenyl]-1-hydroxy-ethyl}-7-(tert-butyl-dimehyl-silyloxy)-2H-chromen-3-yl]-5-(tert-butyl-dimethyl-silyloxy)-phenol). RXN SMILES: Br[C:2]1[CH:17]=[CH:16][C:5]([O:6][CH2:7][CH2:8][N:9]2[CH2:15][CH2:14][CH2:13][CH2:12][CH2:11][CH2:10]2)=[CH:4][CH:3]=1.[CH2:18]([Li])CCC.[C:23]([Si:27]([CH3:57])([CH3:56])[O:28][C:29]1[CH:30]=[CH:31][C:32]2[C:33]3[C:46](=[O:47])[O:45][C:44]4[CH:43]=[C:42]([O:48][Si:49]([C:52]([CH3:55])([CH3:54])[CH3:53])([CH3:51])[CH3:50])[CH:41]=[CH:40][C:39]=4[C:34]=3[CH2:35][O:36][C:37]=2[CH:38]=1)([CH3:26])([CH3:25])[CH3:24].C[Mg]Br>C1COCC1>[N:9]1([CH2:8][CH2:7][O:6][C:5]2[CH:16]=[CH:17][C:2]([C:46]([C:33]3[C:32]4[C:37](=[CH:38][C:29]([O:28][Si:27]([C:23]([CH3:25])([CH3:24])[CH3:26])([CH3:56])[CH3:57])=[CH:30][CH:31]=4)[O:36][CH2:35][C:34]=3[C:39]3[CH:40]=[CH:41][C:42]([O:48][Si:49]([C:52]([CH3:55])([CH3:54])[CH3:53])([CH3:51])[CH3:50])=[CH:43][C:44]=3[OH:45])([OH:47])[CH3:18])=[CH:3][CH:4]=2)[CH2:15][CH2:14][CH2:13][CH2:12][CH2:11][CH2:10]1. Reported procedure: To a solution of 1-[2-(4-bromophenoxy)ethyl]-azepane (356 mg, 1.19 mmol) in THF (7.5 mL) at −78° C., was added n-butyl lithium (2.5 M in hexane, 466 μL, 1.17 mmol). The reaction mixture was stirred at −78° C. for 0.5 hours. To the mixture was then added 2,8-bis-(tert-butyl-dimethyl-silyloxy)-11H-chromeno[4,3-c]chromen-5-one, prepared as in Example 22, (149 mg, 0.29 mmol) in THF (3 mL) and the reaction mixture stirred at −78° C. for 1.5 hours. To the mixture was then methyl magnesium bromide (3 M...